Dataset: the Open Reaction Database (ORD), a public repository of structured organic reaction records. Task: describe an organic reaction: reactants, conditions, products, and yield Reactants: C=CCOc1cccc(Cl)c1N, Cc1cc(C)n2nc(S(=O)(=O)Cl)nc2n1, [Na+], [OH-], c1ccncc1. Yields the product C=CCOc1cccc(Cl)c1NS(=O)(=O)c1nc2nc(C)cc(C)n2n1. As a reaction SMILES: [CH2:1]([CH:2]=[CH2:3])[O:4][c:5]1[c:6]([NH2:12])[c:7]([Cl:11])[cH:8][cH:9][cH:10]1.[CH3:13][c:14]1[n:15][c:16]2[n:17]([c:18]([CH3:20])[cH:19]1)[n:21][c:22]([S:24](=[O:25])(=[O:26])[Cl:27])[n:23]2.[Na+:29].[OH-:28].[cH:30]1[cH:31][cH:32][n:33][cH:34][cH:35]1>>[CH2:1]([CH:2]=[CH2:3])[O:4][c:5]1[c:6]([NH:12][S:24]([c:22]2[n:21][n:17]3[c:16]([n:15][c:14]([CH3:13])[cH:19][c:18]3[CH3:20])[n:23]2)(=[O:25])=[O:26])[c:7]([Cl:11])[cH:8][cH:9][cH:10]1. Reactants: C(C)(=O)C1=C(OCC(=O)OCC)C=CC(=C1O)C(C)(C)C (ethyl 2-(2-acetyl-3-hydroxy-4-tert-butylphenoxy)acetate), Cl (HCl), [O-]CC.[Na+] (sodium ethoxide), [Na] (sodium). Run in C(C)O (ethanol). Yields the product CC1=COC2=C1C(=C(C=C2)C(C)(C)C)O (3-methyl-4-hydroxy-5-tert-butylbenzofuran), compound 12b. As a reaction SMILES: [O-]CC.[Na+].[Na].[C:6]([C:9]1[C:21]([OH:22])=[C:20]([C:23]([CH3:26])([CH3:25])[CH3:24])[CH:19]=[CH:18][C:10]=1[O:11][CH2:12]C(OCC)=O)(=O)[CH3:7].Cl>C(O)C>[CH3:7][C:6]1[C:9]2[C:21]([OH:22])=[C:20]([C:23]([CH3:24])([CH3:25])[CH3:26])[CH:19]=[CH:18][C:10]=2[O:11][CH:12]=1 |f:0.1,^1:4|. Reported procedure: To a solution of sodium ethoxide freshly prepared from sodium metal (0.104 g, 4.50 mmol) in ethanol (25 mL) was added ethyl 2-(2-acetyl-3-hydroxy-4-tert-butylphenoxy)acetate 11b (1.26 g, 4.28 mmol) and the mixture heated to reflux for 10 minutes. The reaction mixture was cooled and acidified by pouring into 2N HCl (75 mL). The resulting solution was extracted with ethyl acetate (2×35 mL) and the combined extracts dried (Na2SO4), and concentrated. Flash chromatography afforded, in order of elutio... Reactants: NCC(CCOC1=CC(=CC=C1)CN1CCCCC1)O (1-amino-4-[3-(1-piperidinylmethyl)phenoxy]-2-butanol), BrC1=NN=NN1C (5-bromo-1-methyl-1H-tetrazole). Run in C(C)O (ethanol). Yields the product CN1N=NN=C1NCC(CCOC1=CC(=CC=C1)CN1CCCCC1)O (1-[(1-Methyl-1H-tetrazol-5-yl)amino]-4-[3-(1-piperidinylmethyl)phenoxy]-2-butanol). The yield is 55.6%. RXN SMILES: [NH2:1][CH2:2][CH:3]([OH:20])[CH2:4][CH2:5][O:6][C:7]1[CH:12]=[CH:11][CH:10]=[C:9]([CH2:13][N:14]2[CH2:19][CH2:18][CH2:17][CH2:16][CH2:15]2)[CH:8]=1.Br[C:22]1[N:26]([CH3:27])[N:25]=[N:24][N:23]=1>C(O)C>[CH3:27][N:26]1[C:22]([NH:1][CH2:2][CH:3]([OH:20])[CH2:4][CH2:5][O:6][C:7]2[CH:12]=[CH:11][CH:10]=[C:9]([CH2:13][N:14]3[CH2:19][CH2:18][CH2:17][CH2:16][CH2:15]3)[CH:8]=2)=[N:23][N:24]=[N:25]1. Procedure: A solution of 1-amino-4-[3-(1-piperidinylmethyl)phenoxy]-2-butanol (1.39 g) and 5-bromo-1-methyl-1H-tetrazole (0.82 g) in absolute ethanol (10 ml) was heated in an autoclave at 125° for 18 h. The solution was evaporated and the residue dissolved in 1M hydrochloric acid (25 ml). The acidic solution was washed with ethyl acetate, basified with excess sodium carbonate and extracted with ethyl acetate. The extract was dried and evaporated to leave a solid which was triturated with dry diethyl ether ... Reactants: CC(=O)Nc1nc(C)c(S(=O)(=O)Cl)s1, C1CCOC1, [NH4+], [OH-]. The product is CC(=O)Nc1nc(C)c(S(N)(=O)=O)s1. As a reaction SMILES: [C:1]([CH3:2])(=[O:3])[NH:4][c:5]1[s:6][c:7]([S:11](=[O:12])(=[O:13])[Cl:14])[c:8]([CH3:10])[n:9]1.[CH2:17]1[O:18][CH2:19][CH2:20][CH2:21]1.[NH4+:16].[OH-:15]>>[C:1]([CH3:2])(=[O:3])[NH:4][c:5]1[s:6][c:7]([S:11](=[O:12])(=[O:13])[NH2:16])[c:8]([CH3:10])[n:9]1. Reactants: NC1=C(OC2=C1C=C(C=C2)Cl)C(C2=C(C=CC(=C2)OC)OC)=O (3-amino-5-chloro-2-(2,5-dimethoxybenzoyl)-benzofuran), C[S-].[Na+] (sodium thiomethoxide), [Br-].[Li+] (lithium bromide). Run in CN(C)C=O (DMF). Product: NC1=C(OC2=C1C=C(C=C2)Cl)C(C2=C(C=CC(=C2)OC)O)=O (3-Amino-5-chloro-2-(2-hydroxy-5-methoxybenzoyl)-benzofuran). Reaction SMILES: [NH2:1][C:2]1[C:6]2[CH:7]=[C:8]([Cl:11])[CH:9]=[CH:10][C:5]=2[O:4][C:3]=1[C:12](=[O:23])[C:13]1[CH:18]=[C:17]([O:19][CH3:20])[CH:16]=[CH:15][C:14]=1[O:21]C.C[S-].[Na+].[Br-].[Li+]>CN(C=O)C>[NH2:1][C:2]1[C:6]2[CH:7]=[C:8]([Cl:11])[CH:9]=[CH:10][C:5]=2[O:4][C:3]=1[C:12](=[O:23])[C:13]1[CH:18]=[C:17]([O:19][CH3:20])[CH:16]=[CH:15][C:14]=1[OH:21] |f:1.2,3.4|. Procedure details: A solution of 3-amino-5-chloro-2-(2,5-dimethoxybenzoyl)-benzofuran (0.83 g, 2.5 mmol), sodium thiomethoxide (0.44 g, 6.25 mmol) and lithium bromide (0.22 g, 2.5 mmol) in anhydrous DMF (30 ml) is heated at 80° C. for 72 h. The solvent is removed under high vacuum and the residue is dissolved in a mixture of aqueous ammonium chloride and ethyl acetate. The organic phase is washed with brine, dried and evaporated under reduced pressure. Purification of the product on silicagel yields the title comp... Reaction conditions: time 10 minute. Starting materials: [OH-].[Na+] (NaOH), FCOC=1C=CC(=NC1)C(=O)OC (methyl 5-fluoromethoxypyridine-2-carboxylate), [Na+].[Cl-] (NaCl), Cl (hydrochloric acid). RXN SMILES: [OH-].[Na+].[F:3][CH2:4][O:5][C:6]1[CH:7]=[CH:8][C:9]([C:12]([O:14]C)=[O:13])=[N:10][CH:11]=1.Cl.[Na+].[Cl-]>C1COCC1.O.CCOC(C)=O.O>[F:3][CH2:4][O:5][C:6]1[CH:7]=[CH:8][C:9]([C:12]([OH:14])=[O:13])=[N:10][CH:11]=1 |f:0.1,4.5,6.7|. Procedure details: N NaOH (81 μL) was added to a solution containing methyl 5-fluoromethoxypyridine-2-carboxylate (50 mg) in THF/water (2 mL, 3/1), and the mixture was stirred at RT for 10 min. Water (1 mL) was added to the reaction solution, followed by further stirring for 20 min. The reaction solution was made acidic with 5 N hydrochloric acid. EtOAc and a saturated NaCl solution were added to the reaction solution, and the organic layer was separated. The organic layer was dried over anhydrous MgSO4, and the i... Run in C1CCOC1.O (THF water), O (Water), CCOC(=O)C (EtOAc). The yield is 48.9%. Product: FCOC=1C=CC(=NC1)C(=O)O (5-fluoromethoxypyridine-2-carboxylic acid). The reactants are C[Mg]Cl (methylmagnesium chloride), FC1=CC=C2C=C(C=NC2=C1F)OC1=C(C(=CC=C1)F)C(C)=O (1-[2-(7,8-difluoroquinolin-3-yloxy)-6-fluoro-phenyl]-ethanone), Cl (hydrochloric acid). Run in O1CCCC1 (tetrahydrofuran). Run at temperature 0 celsius. Yields the product FC1=CC=C2C=C(C=NC2=C1F)OC1=C(C(=CC=C1)F)C(C)(C)O (2-[2-(7,8-difluoroquinolin-3-yloxy)-6-fluoro-phenyl]-propan-2-ol). RXN SMILES: [F:1][C:2]1[C:11]([F:12])=[C:10]2[C:5]([CH:6]=[C:7]([O:13][C:14]3[CH:19]=[CH:18][CH:17]=[C:16]([F:20])[C:15]=3[C:21](=[O:23])[CH3:22])[CH:8]=[N:9]2)=[CH:4][CH:3]=1.[CH3:24][Mg]Cl.Cl>O1CCCC1>[F:1][C:2]1[C:11]([F:12])=[C:10]2[C:5]([CH:6]=[C:7]([O:13][C:14]3[CH:19]=[CH:18][CH:17]=[C:16]([F:20])[C:15]=3[C:21]([OH:23])([CH3:24])[CH3:22])[CH:8]=[N:9]2)=[CH:4][CH:3]=1. Procedure details: After 0.64 g of 1-[2-(7,8-difluoroquinolin-3-yloxy)-6-fluoro-phenyl]-ethanone was dissolved in 10 ml of tetrahydrofuran, the resultant was cooled to 0° C. and 1.5 ml of methylmagnesium chloride (3.0 M tetrahydrofuran solution) was added dropwise. Dilute hydrochloric acid was added to the reaction solution, and the liquid was separated with ethyl acetate. The organic layer was concentrated and purified by silica gel column chromatography to obtain 0.49 g of 2-[2-(7,8-difluoroquinolin-3-yloxy)-6-f...